Dataset: the Open Reaction Database (ORD), a public repository of structured organic reaction records. Task: describe an organic reaction: reactants, conditions, products, and yield Reactants: low polar compound, high polar compound, II (iodine), C(C)(=O)O[C@@H]1C[C@H]([C@@H]([C@H]1C\C=C/CCCC(=O)OC)CO[Si](C(C)(C)C)(C)C)OC1OCCCC1 (Methyl (5Z)-7-[(1R,2S,3R,5R)-5-acetoxy-2-({[dimethyl(2-methyl-2-propanyl)silyl]oxy}methyl)-3-(tetrahydro-2H-pyran-2-yloxy)cyclopentyl]-5-heptenoate), [OH-].[Na+] (sodium hydroxide), S(=S)(=O)([O-])[O-].[Na+].[Na+] (sodium thiosulfate), C(O)([O-])=O.[Na+] (sodium hydrogen carbonate), II (iodine), Cl (hydrochloric acid), II (iodine). Solvent: C(C)(=O)OCC (ethyl acetate), O1CCCC1 (tetrahydrofuran). Run at time 18 hour. The product is C[Si](OC[C@@H]1[C@H]([C@@H](C[C@H]1OC1OCCCC1)O)CC(I)[C@@H]1CCCC(O1)=O)(C(C)(C)C)C ((6S)-6-{2-[(1R,2S,3R,5R)-2-({[dimethyl(2-methyl-2-propanyl)silyl]oxy}methyl)-5-hydroxy-3-(tetrahydro-2H-pyran-2-yloxy)cyclopentyl]-1-iodoethyl}tetrahydro-2H-pyran-2-one). Reaction SMILES: C([O:4][C@H:5]1[C@H:9]([CH2:10]/[CH:11]=[CH:12]\[CH2:13][CH2:14][CH2:15][C:16]([O:18]C)=[O:17])[C@@H:8]([CH2:20][O:21][Si:22]([CH3:28])([CH3:27])[C:23]([CH3:26])([CH3:25])[CH3:24])[C@H:7]([O:29][CH:30]2[CH2:35][CH2:34][CH2:33][CH2:32][O:31]2)[CH2:6]1)(=O)C.[OH-].[Na+].Cl.C(=O)([O-])O.[Na+].[I:44]I.S([O-])([O-])(=O)=S.[Na+].[Na+]>C(OCC)(=O)C.O1CCCC1>[CH3:27][Si:22]([CH3:28])([C:23]([CH3:24])([CH3:26])[CH3:25])[O:21][CH2:20][C@H:8]1[C@H:7]([O:29][CH:30]2[CH2:35][CH2:34][CH2:33][CH2:32][O:31]2)[CH2:6][C@@H:5]([OH:4])[C@@H:9]1[CH2:10][CH:11]([C@H:12]1[O:17][C:16](=[O:18])[CH2:15][CH2:14][CH2:13]1)[I:44] |f:1.2,4.5,7.8.9|. Procedure details: To a tetrahydrofuran (140 mL) solution of the compound 4 (34.9 g) was added a 2M aqueous sodium hydroxide solution (140 mL), and the mixture was stirred at room temperature for 18 hours and then at 50° C. for 3 hours. The mixture was cooled to −4° C. in an ice-methanol bath, and to the reaction mixture was then added dropwise 2 M hydrochloric acid (111 mL) over 12 minutes while the mixture was kept at 2° C. or lower (pH 5 to 6). The cooling bath was changed to an ice bath, and to the reaction mi...